This data is from the Open Reaction Database (ORD), a public repository of structured organic reaction records. The task is: describe an organic reaction: reactants, conditions, products, and yield The reactants are COC=1C=C(C=C(C1)OC)N (3,5-dimethoxybenzenamine), ClCCNCC1=CC=CC=C1 (N-(2-chloroethyl)benzenemethanamine). Yields the product COC=1C=C(C=C(C1)OC)NCCNCC1=CC=CC=C1 (N-(3,5-dimethoxyphenyl)-N'-(phenylmethyl)-1,2-ethanediamine). RXN SMILES: [CH3:1][O:2][C:3]1[CH:4]=[C:5]([NH2:11])[CH:6]=[C:7]([O:9][CH3:10])[CH:8]=1.Cl[CH2:13][CH2:14][NH:15][CH2:16][C:17]1[CH:22]=[CH:21][CH:20]=[CH:19][CH:18]=1>>[CH3:10][O:9][C:7]1[CH:6]=[C:5]([NH:11][CH2:13][CH2:14][NH:15][CH2:16][C:17]2[CH:22]=[CH:21][CH:20]=[CH:19][CH:18]=2)[CH:4]=[C:3]([O:2][CH3:1])[CH:8]=1. Procedure details: In a manner similar to Preparation 29, react 3,5-dimethoxybenzenamine with N-(2-chloroethyl)benzenemethanamine to obtain the title compound. Reactants: N, N1([BH2-])CCOCC1.[Li+], C1CN(C[C@@H](C1=O)O)S(=O)(=O)C. The reagents and catalysts are c1ccc(cc1)-c2c3ccccc3cc4ccccc24 (9-Phenylanthracene). Run at temperature 25 celsius, time 18 hour. The product is CS(=O)(=O)N1CC[C@@H](N)[C@@H](O)C1. As a reaction SMILES: [CH3:1][S:2]([N:5]1[CH2:11][C@H:9]([OH:10])[C:8](=O)[CH2:7][CH2:6]1)(=[O:4])=[O:3].[NH3:12].[Li+].[BH3-]N1CCOCC1>>[CH3:1][S:2]([N:5]1[CH2:11][C@H:9]([OH:10])[C@H:8]([NH2:12])[CH2:7][CH2:6]1)(=[O:4])=[O:3].